From a dataset of the Open Reaction Database (ORD), a public repository of structured organic reaction records. describe an organic reaction: reactants, conditions, products, and yield Starting materials: Cc1c(Br)c2c(c(C)c1NC(=O)CC(C)(C)C)C(c1ccc(C(C)C)cc1)CO2, OB(O)c1ccoc1. The product is Cc1c(NC(=O)CC(C)(C)C)c(C)c2c(c1-c1ccoc1)OCC2c1ccc(C(C)C)cc1. RXN SMILES: [Br:1][c:2]1[c:3]([CH3:29])[c:4]([NH:21][C:22]([CH2:23][C:24]([CH3:25])([CH3:26])[CH3:27])=[O:28])[c:5]([CH3:20])[c:6]2[c:10]1[O:9][CH2:8][CH:7]2[c:11]1[cH:12][cH:13][c:14]([CH:17]([CH3:18])[CH3:19])[cH:15][cH:16]1.[o:30]1[cH:31][c:32]([B:35]([OH:36])[OH:37])[cH:33][cH:34]1>>[c:2]1(-[c:32]2[cH:31][o:30][cH:34][cH:33]2)[c:3]([CH3:29])[c:4]([NH:21][C:22]([CH2:23][C:24]([CH3:25])([CH3:26])[CH3:27])=[O:28])[c:5]([CH3:20])[c:6]2[c:10]1[O:9][CH2:8][CH:7]2[c:11]1[cH:12][cH:13][c:14]([CH:17]([CH3:18])[CH3:19])[cH:15][cH:16]1. Reactants: COc1ccc(N=C(C=COc2ccccc2)Oc2ccccc2)cc1, ClC(Cl)Cl. Product: Oc1ccc(N=C(C=COc2ccccc2)Oc2ccccc2)cc1. Reaction SMILES: [CH3:1][O:2][c:3]1[cH:4][cH:5][c:6]([N:9]=[C:10]([CH:11]=[CH:12][O:13][c:14]2[cH:15][cH:16][cH:17][cH:18][cH:19]2)[O:20][c:21]2[cH:22][cH:23][cH:24][cH:25][cH:26]2)[cH:7][cH:8]1.[CH:27]([Cl:28])([Cl:29])[Cl:30]>>[OH:2][c:3]1[cH:4][cH:5][c:6]([N:9]=[C:10]([CH:11]=[CH:12][O:13][c:14]2[cH:15][cH:16][cH:17][cH:18][cH:19]2)[O:20][c:21]2[cH:22][cH:23][cH:24][cH:25][cH:26]2)[cH:7][cH:8]1.